From a dataset of the Open Reaction Database (ORD), a public repository of structured organic reaction records. describe an organic reaction: reactants, conditions, products, and yield The reactants are COCCCN, CS(=O)(=O)c1ccc(-c2cnn(CC(F)(F)F)c(=O)c2Cl)cc1, c1ccncc1. The product is COCCCNc1c(-c2ccc(S(C)(=O)=O)cc2)cnn(CC(F)(F)F)c1=O. Reaction SMILES: [CH3:24][O:25][CH2:26][CH2:27][CH2:28][NH2:29].[F:1][C:2]([CH2:3][n:4]1[n:5][cH:6][c:7](-[c:12]2[cH:13][cH:14][c:15]([S:18](=[O:19])(=[O:20])[CH3:21])[cH:16][cH:17]2)[c:8]([Cl:11])[c:9]1=[O:10])([F:22])[F:23].[cH:30]1[cH:31][cH:32][n:33][cH:34][cH:35]1>>[F:1][C:2]([CH2:3][n:4]1[n:5][cH:6][c:7](-[c:12]2[cH:13][cH:14][c:15]([S:18](=[O:19])(=[O:20])[CH3:21])[cH:16][cH:17]2)[c:8]([NH:29][CH2:28][CH2:27][CH2:26][O:25][CH3:24])[c:9]1=[O:10])([F:22])[F:23]. The reactants are BrC=1C=C2CCNC(C2=CC1)=O (6-bromo-1-oxo-1,2,3,4-tetrahydroisoquinoline), BrCCCC1=CC=CC=C1 (1-bromo-3-phenylpropane), [H-].[Na+] (NaH), O (H2O). Run in CN(C)C=O (DMF). Run at time 3 hour. Yields the product C1(=CC=CC=C1)CCCN1C(C2=CC=C(C=C2CC1)Br)=O (2-(3-phenylpropyl)-6-bromo-1-oxo-1,2,3,4-tetrahydroisoquinoline). As a reaction SMILES: [Br:1][C:2]1[CH:3]=[C:4]2[C:9](=[CH:10][CH:11]=1)[C:8](=[O:12])[NH:7][CH2:6][CH2:5]2.Br[CH2:14][CH2:15][CH2:16][C:17]1[CH:22]=[CH:21][CH:20]=[CH:19][CH:18]=1.[H-].[Na+].O>CN(C=O)C>[C:17]1([CH2:16][CH2:15][CH2:14][N:7]2[CH2:6][CH2:5][C:4]3[C:9](=[CH:10][CH:11]=[C:2]([Br:1])[CH:3]=3)[C:8]2=[O:12])[CH:22]=[CH:21][CH:20]=[CH:19][CH:18]=1 |f:2.3|. Procedure: To a solution of 6-bromo-1-oxo-1,2,3,4-tetrahydroisoquinoline (2.82 g, 12.5 mmol) in DMF (80 ml) is added 1-bromo-3-phenylpropane (2.89 ml, 18.75 mmol), KI (200 mg, 1.25 mmol) and NaH (600 mg, 25 mmol). The reaction mixture is stirred for 3 hours and subsequently poured into H2O (300 ml). The resulting emulsion is extracted with EtOAc (2×150 mL) and the organic phase washed with 2N HCl (1×200 mL), H2O (1×200 mL), saturated NaHCO3 solution (1×200 mL), saturated NaCl solution (2×200 mL), dried ove...